Dataset: the Open Reaction Database (ORD), a public repository of structured organic reaction records. Task: describe an organic reaction: reactants, conditions, products, and yield Reactants: FC(C(=O)O)(F)F (Trifluoroacetic acid), C1(CC1)C=1C=CC(=NC1OC)C(C[C@@H]1N(C(CC1)=O)C(=O)OC(C)(C)C)C1=CC=C(C=C1)C(C)C (tert-butyl (2R)-2-{2-(5-cyclopropyl-6-methoxypyridin-2-yl)-2-[4-(propan-2-yl)phenyl]ethyl}-5-oxopyrrolidine-1-carboxylate), C([O-])(O)=O.[Na+] (sodium bicarbonate). Run in C(Cl)Cl (methylene chloride). The product is C1(CC1)C=1C=CC(=NC1OC)C(C[C@H]1CCC(N1)=O)C1=CC=C(C=C1)C(C)C ((5R)-5-{2-(5-cyclopropyl-6-methoxypyridin-2-yl)-2-[4-(propan-2-yl)phenyl]ethyl}pyrrolidin-2-one). Isolated yield 105.8%. RXN SMILES: FC(F)(F)C(O)=O.[CH:8]1([C:11]2[CH:12]=[CH:13][C:14]([CH:19]([C:34]3[CH:39]=[CH:38][C:37]([CH:40]([CH3:42])[CH3:41])=[CH:36][CH:35]=3)[CH2:20][C@H:21]3[CH2:25][CH2:24][C:23](=[O:26])[N:22]3C(OC(C)(C)C)=O)=[N:15][C:16]=2[O:17][CH3:18])[CH2:10][CH2:9]1.C(=O)(O)[O-].[Na+]>C(Cl)Cl>[CH:8]1([C:11]2[CH:12]=[CH:13][C:14]([CH:19]([C:34]3[CH:39]=[CH:38][C:37]([CH:40]([CH3:42])[CH3:41])=[CH:36][CH:35]=3)[CH2:20][C@@H:21]3[NH:22][C:23](=[O:26])[CH2:24][CH2:25]3)=[N:15][C:16]=2[O:17][CH3:18])[CH2:10][CH2:9]1 |f:2.3|. Procedure: Trifluoroacetic acid (1 mL) was added to a solution of tert-butyl (2R)-2-{2-(5-cyclopropyl-6-methoxypyridin-2-yl)-2-[4-(propan-2-yl)phenyl]ethyl}-5-oxopyrrolidine-1-carboxylate (211 mg) in methylene chloride (2 mL) under ice-cooling, and the mixture was stirred under ice-cooling for 75 minutes. Saturated aqueous sodium bicarbonate was added to the reaction solution, followed by extraction with chloroform. The organic layer was dried over anhydrous magnesium sulfate and filtered, after which the ... The reactants are BrC=1C=CC2=C(NC(C(O2)C)=O)C1 (6-bromo-2-methyl-1,4-benzoxazin-3-(4H)-one), C(C=C)(=O)N (acrylamide), C1(=C(C=CC=C1)P(C1=C(C=CC=C1)C)C1=C(C=CC=C1)C)C (tri-ortho-toluyl-phosphine). Reagents/catalysts: C(C)(=O)[O-].[Pd+2].C(C)(=O)[O-] (palladium(II) acetate). Run in C(C)N(CC)CC (triethylamine), CO (methanol). The product is CC1OC2=C(NC1=O)C=C(C=C2)C=CC(=O)N (3-[2-Methyl-3-keto-1,4-benzoxazin-6-yl]-acrylamide). Yield: 36.0%. RXN SMILES: Br[C:2]1[CH:3]=[CH:4][C:5]2[O:10][CH:9]([CH3:11])[C:8](=[O:12])[NH:7][C:6]=2[CH:13]=1.[C:14]([NH2:18])(=[O:17])[CH:15]=[CH2:16].C1(C)C=CC=CC=1P(C1C=CC=CC=1C)C1C=CC=CC=1C>C(N(CC)CC)C.CO.C([O-])(=O)C.[Pd+2].C([O-])(=O)C>[CH3:11][CH:9]1[C:8](=[O:12])[NH:7][C:6]2[CH:13]=[C:2]([CH:16]=[CH:15][C:14]([NH2:18])=[O:17])[CH:3]=[CH:4][C:5]=2[O:10]1 |f:5.6.7|. Procedure details: 726 mg of 6-bromo-2-methyl-1,4-benzoxazin-3-(4H)-one is stirred in 1.5 ml of triethylamine with 0.267 g of acrylamide as well as 8 mg of palladium(II) acetate and 46 mg of tri-ortho-toluyl-phosphine for several hours at 100° C. The product is taken up in methanol and purified by column chromatography with an ethanol/ethyl acetate mixture. Yield 36%. Starting materials: BrC=1C(=NC=C(C(=O)NC2=CC=C(C=C2)OC(F)(F)Cl)C1)N1C[C@@H](CC1)O ((R)-5-bromo-N-(4-(chlorodifluoromethoxy)phenyl)-6-(3-hydroxypyrrolidin-1-yl)nicotinamide), C(#N)C=1C=C(C=C(C1)F)B(O)O (3-Cyano-5-Fluorophenylboronic acid). The product is ClC(OC1=CC=C(C=C1)NC(C1=CN=C(C(=C1)C1=CC(=CC(=C1)F)C#N)N1C[C@@H](CC1)O)=O)(F)F ((R)—N-(4-(Chlorodifluoromethoxy)phenyl)-5-(3-cyano-5-fluorophenyl)-6-(3-hydroxypyrrolidin-1-yl)nicotinamide). RXN SMILES: Br[C:2]1[C:3]([N:22]2[CH2:26][CH2:25][C@@H:24]([OH:27])[CH2:23]2)=[N:4][CH:5]=[C:6]([CH:21]=1)[C:7]([NH:9][C:10]1[CH:15]=[CH:14][C:13]([O:16][C:17]([Cl:20])([F:19])[F:18])=[CH:12][CH:11]=1)=[O:8].[C:28]([C:30]1[CH:31]=[C:32](B(O)O)[CH:33]=[C:34]([F:36])[CH:35]=1)#[N:29]>>[Cl:20][C:17]([F:19])([F:18])[O:16][C:13]1[CH:14]=[CH:15][C:10]([NH:9][C:7](=[O:8])[C:6]2[CH:21]=[C:2]([C:32]3[CH:33]=[C:34]([F:36])[CH:35]=[C:30]([C:28]#[N:29])[CH:31]=3)[C:3]([N:22]3[CH2:26][CH2:25][C@@H:24]([OH:27])[CH2:23]3)=[N:4][CH:5]=2)=[CH:11][CH:12]=1. Procedure: The title compound was prepared in an analogous fashion to that described in Example 290 using (R)-5-bromo-N-(4-(chlorodifluoromethoxy)phenyl)-6-(3-hydroxypyrrolidin-1-yl)nicotinamide (Stage 171.1) and 3-Cyano-5-Fluorophenylboronic acid to afford a white solid. HPLC (Condition 10) tR=6.383 min, UPLC-MS (Condition 11) m/z=503.1 [M+H]+; 1H-NMR (400 MHz, DMSO-d6) δ ppm 1.69-1.80 (m, 1H) 1.81-1.93 (m, 1H) 2.86 (d, J=10.95 Hz, 1H) 3.14-3.29 (m, 2H) 3.35-3.49 (m, 1H) 4.21 (br. s, 1H) 4.87 (d, J=3.52 H... The reactants are C(CCCCCCCCCCC)C1=CC=C(C=C1)C(C(C)(C)O)=O (1- (4-dodecylphenyl) -2-hydroxy-2-methylpropan-1-one), OCC(C(C)=O)C1=CC=CC=C1 (hydroxymethylphenylpropanone), C(C)(C)C1=CC=C(C=C1)C(C(C)(C)O)=O (1-(4-isopropylphenyl)-2-hydroxy-2-methylpropan-1-one), C(C)OC(C(=O)C1=CC=CC=C1)(C1=CC=CC=C1)OCC (diethoxyphenyl acetophenone), COC(C(=O)C1=CC=CC=C1)(C1=CC=CC=C1)OC (dimethoxyphenylacetophenone), 2-methyl-1-[4-(methylthio)phenyl]-2-morpholino-propanone-1, 4-(2-hydroxyethyoxy)phenyl-2(2-hydroxy-2-propyl)ketone. The product is OC=1C(=C(C=CC1)C(=O)C1=C(C(=CC=C1)O)C1CCCCC1)C1CCCCC1 (hydroxycyclohexylphenyl ketone). As a reaction SMILES: [OH:1]CC(C1C=CC=CC=1)C(=O)C.CO[C:15](OC)([C:24]1[CH:29]=[CH:28][CH:27]=[CH:26][CH:25]=1)[C:16]([C:18]1[CH:23]=[CH:22][CH:21]=CC=1)=[O:17].C(C1C=CC(C(=O)C(O)(C)C)=CC=1)(C)C.C(C1C=CC(C(=O)C(O)(C)C)=CC=1)CCCCCCCCCCC.C(O[C:74]([O:89]CC)([C:83]1[CH:88]=[CH:87][CH:86]=[CH:85]C=1)[C:75]([C:77]1[CH:82]=[CH:81][CH:80]=[CH:79][CH:78]=1)=O)C>>[OH:17][C:16]1[C:15]([CH:24]2[CH2:25][CH2:26][CH2:27][CH2:28][CH2:29]2)=[C:21]([C:85]([C:86]2[CH:87]=[CH:88][CH:83]=[C:74]([OH:89])[C:75]=2[CH:77]2[CH2:78][CH2:79][CH2:80][CH2:81][CH2:82]2)=[O:1])[CH:22]=[CH:23][CH:18]=1. Procedure details: hydroxymethylphenylpropanone; dimethoxyphenylacetophenone; 2-methyl-1-[4-(methylthio)phenyl]-2-morpholino-propanone-1; 1-(4-isopropylphenyl)-2-hydroxy-2-methylpropan-1-one; 1- (4-dodecylphenyl) -2-hydroxy-2-methylpropan-1-one; 4-(2-hydroxyethyoxy)phenyl-2(2-hydroxy-2-propyl)ketone;diethoxyphenyl acetophenone; and mixtures of these. The reactants are CC(C)(C)[Si](C)(C)Cl, CCOC(=O)c1c(C)cccc1O, CCN(C(C)C)C(C)C, ClCCl. Yields the product CCOC(=O)c1c(C)cccc1O[Si](C)(C)C(C)(C)C. As a reaction SMILES: [C:14]([CH3:15])([CH3:16])([CH3:17])[Si:18]([CH3:19])([CH3:20])[Cl:21].[CH2:1]([CH3:2])[O:3][C:4]([c:5]1[c:6]([OH:12])[cH:7][cH:8][cH:9][c:10]1[CH3:11])=[O:13].[CH:22]([N:23]([CH:24]([CH3:25])[CH3:26])[CH2:27][CH3:28])([CH3:29])[CH3:30].[Cl:31][CH2:32][Cl:33]>>[CH2:1]([CH3:2])[O:3][C:4]([c:5]1[c:6]([O:12][Si:18]([C:14]([CH3:15])([CH3:16])[CH3:17])([CH3:19])[CH3:20])[cH:7][cH:8][cH:9][c:10]1[CH3:11])=[O:13]. Reactants: FC1=C(C=CC=C1)/C=C/C(=O)C1=CC(=CC=C1)O ((E)-3-(2-Fluorophenyl)-1-(3-hydroxyphenyl)prop-2-en-1-one), OC=1C=C(C=CC1)C(\C=C\C1=CC=CC=C1)=O ((E)-1-(3-hydroxyphenyl)-3-phenylprop-2-en-1-one). Run at time 16 hour. Yields the product FC1=C(C=CC=C1)C1CC(C2=CC(=CC=C12)O)=O (3-(2-Fluorophenyl)-2,3-dihydro-6-hydroxyinden-1-one). Yield: 83.0%. Reaction SMILES: [F:1][C:2]1[CH:7]=[CH:6][CH:5]=[CH:4][C:3]=1/[CH:8]=[CH:9]/[C:10]([C:12]1[CH:17]=[CH:16][CH:15]=[C:14]([OH:18])[CH:13]=1)=[O:11].OC1C=C(C(=O)/C=C/C2C=CC=CC=2)C=CC=1>>[F:1][C:2]1[CH:7]=[CH:6][CH:5]=[CH:4][C:3]=1[CH:8]1[C:17]2[C:12](=[CH:13][C:14]([OH:18])=[CH:15][CH:16]=2)[C:10](=[O:11])[CH2:9]1. Procedure details: The procedure of Step 2 of Example 1 was repeated except for using (E)-3-(2-fluorophenyl)-1-(3-hydroxyphenyl)prop-2-en-1-one obtained in Step 1 as a starting material instead of (E)-1-(3-hydroxyphenyl)-3-phenylprop-2-en-1-one, being stirred for 16 h to obtain the title compound (83%). The product is COC1=CC=C(CN(C2=NC=C(C=N2)C=2C3=C(N=C(N2)N2CCOCC2)N(CC3)C3=C(C=C(C(=O)N(CC=2C=NC=CC2)C)C=C3)F)CC3=CC=C(C=C3)OC)C=C1 (4-(4-{2-[bis-(4-methoxy-benzyl)-amino]-pyrimidin-5-yl}-2-morpholin-4-yl-5,6-dihydro-pyrrolo[2,3-d]pyrimidin-7-yl)-3-fluoro-N-methyl-N-pyridin-3-ylmethyl-benzamide). Reaction SMILES: [CH3:1][O:2][C:3]1[CH:50]=[CH:49][C:6]([CH2:7][N:8]([CH2:40][C:41]2[CH:46]=[CH:45][C:44]([O:47][CH3:48])=[CH:43][CH:42]=2)[C:9]2[N:14]=[CH:13][C:12]([C:15]3[C:16]4[CH2:29][CH2:28][N:27]([C:30]5[CH:38]=[CH:37][C:33]([C:34]([OH:36])=O)=[CH:32][C:31]=5[F:39])[C:17]=4[N:18]=[C:19]([N:21]4[CH2:26][CH2:25][O:24][CH2:23][CH2:22]4)[N:20]=3)=[CH:11][N:10]=2)=[CH:5][CH:4]=1.[CH3:51][NH:52][CH2:53][C:54]1[CH:55]=[N:56][CH:57]=[CH:58][CH:59]=1>>[CH3:48][O:47][C:44]1[CH:43]=[CH:42][C:41]([CH2:40][N:8]([CH2:7][C:6]2[CH:5]=[CH:4][C:3]([O:2][CH3:1])=[CH:50][CH:49]=2)[C:9]2[N:10]=[CH:11][C:12]([C:15]3[C:16]4[CH2:29][CH2:28][N:27]([C:30]5[CH:38]=[CH:37][C:33]([C:34]([N:52]([CH3:51])[CH2:53][C:54]6[CH:55]=[N:56][CH:57]=[CH:58][CH:59]=6)=[O:36])=[CH:32][C:31]=5[F:39])[C:17]=4[N:18]=[C:19]([N:21]4[CH2:26][CH2:25][O:24][CH2:23][CH2:22]4)[N:20]=3)=[CH:13][N:14]=2)=[CH:46][CH:45]=1. The yield is 100.6%. Reported procedure: Using 4-(4-{2-[bis-(4-methoxy-benzyl)-amino]-pyrimidin-5-yl}-2-morpholin-4-yl-5,6-dihydro-pyrrolo[2,3-d]pyrimidin-7-yl)-3-fluoro-benzoic acid (80.0 mg, 0.118 mmol) obtained in Step A in Example 1-D-21 and N-methyl-N-(3-pyridylmethyl)amine (21.6 mg, 0.177 mmol) instead of 1-pyridine-3-yl-piperazine, the amidation was carried out in the same manner as Step B in Example 1-D-21, to obtain a crude product of 4-(4-{2-[bis-(4-methoxy-benzyl)-amino]-pyrimidin-5-yl}-2-morpholin-4-yl-5,6-dihydro-pyrrolo[2... The reactants are COC1=CC=C(CN(C2=NC=C(C=N2)C=2C3=C(N=C(N2)N2CCOCC2)N(CC3)C3=C(C=C(C(=O)O)C=C3)F)CC3=CC=C(C=C3)OC)C=C1 (4-(4-{2-[bis-(4-methoxy-benzyl)-amino]-pyrimidin-5-yl}-2-morpholin-4-yl-5,6-dihydro-pyrrolo[2,3-d]pyrimidin-7-yl)-3-fluoro-benzoic acid), CNCC=1C=NC=CC1 (N-methyl-N-(3-pyridylmethyl)amine).